This data is from the Open Reaction Database (ORD), a public repository of structured organic reaction records. The task is: describe an organic reaction: reactants, conditions, products, and yield Starting materials: IC (iodomethane), [H-].[Na+] (sodium hydride), FC=1C=C(C#N)C=C(C1)C(=O)C1=CC2=C(NC(O2)=O)C(=C1)C (3-fluoro-5-(4-methyl-2-oxo-2,3-dihydro-benzoxazole-6-carbonyl)-benzonitrile), IC (iodomethane). Solvent: CN(C)C=O (DMF). Reaction conditions: time 30 minute. The product is CN1C(OC2=C1C(=CC(=C2)C(=O)C=2C=C(C#N)C=C(C2)F)C)=O (3-(3,4-dimethyl-2-oxo-2,3-dihydro-benzoxazole-6-carbonyl)-5-fluoro-benzonitrile). Reaction SMILES: [H-].[Na+].[F:3][C:4]1[CH:5]=[C:6]([CH:9]=[C:10]([C:12]([C:14]2[CH:23]=[C:22]([CH3:24])[C:17]3[NH:18][C:19](=[O:21])[O:20][C:16]=3[CH:15]=2)=[O:13])[CH:11]=1)[C:7]#[N:8].I[CH3:26]>CN(C=O)C>[CH3:26][N:18]1[C:17]2[C:22]([CH3:24])=[CH:23][C:14]([C:12]([C:10]3[CH:9]=[C:6]([CH:5]=[C:4]([F:3])[CH:11]=3)[C:7]#[N:8])=[O:13])=[CH:15][C:16]=2[O:20][C:19]1=[O:21] |f:0.1|. Procedure: 0.161 g (3.70 mmol) sodium hydride (55%, suspension in mineral oil) were added to 1.00 g (3.38 mmol) 3-fluoro-5-(4-methyl-2-oxo-2,3-dihydro-benzoxazole-6-carbonyl)-benzonitrile in 5 mL DMF at RT and stirred for 30 min at RT. Then 0.317 mL (5.00 mmol) iodomethane were added and the mixture was stirred for 1 h at RT. Then a further 0.1 mL iodomethane were added and stirring was continued at RT. After dilution with ice water the aqueous phase was extracted with EtOAc. The organic phase was washed w...